Dataset: the Open Reaction Database (ORD), a public repository of structured organic reaction records. Task: describe an organic reaction: reactants, conditions, products, and yield Starting materials: OC1(COC1)C=1C(=CC(=NC1)C(=O)O)OCC(F)(F)F (5-(3-hydroxyoxetan-3-yl)-4-(2,2,2-trifluoroethoxy)pyridine-2-carboxylic acid), C1(CC1)CC(C1=NOC(=N1)C)(C)N (2-Cyclopropyl-1-methyl-1-(5-methyl-[1,2,4]oxadiazol-3-yl)-ethylamine). Product: C1(CC1)CC(C)(C1=NOC(=N1)C)NC(=O)C1=NC=C(C(=C1)OCC(F)(F)F)C1(COC1)O (N-[1-cyclopropyl-2-(5-methyl-1,2,4-oxadiazol-3-yl)propan-2-yl]-5-(3-hydroxyoxetan-3-yl)-4-(2,2,2-trifluoroethoxy)pyridine-2-carboxamide). Reaction SMILES: [OH:1][C:2]1([C:6]2[C:7]([O:15][CH2:16][C:17]([F:20])([F:19])[F:18])=[CH:8][C:9]([C:12]([OH:14])=O)=[N:10][CH:11]=2)[CH2:5][O:4][CH2:3]1.[CH:21]1([CH2:24][C:25]([NH2:33])([CH3:32])[C:26]2[N:30]=[C:29]([CH3:31])[O:28][N:27]=2)[CH2:23][CH2:22]1>>[CH:21]1([CH2:24][C:25]([NH:33][C:12]([C:9]2[CH:8]=[C:7]([O:15][CH2:16][C:17]([F:20])([F:19])[F:18])[C:6]([C:2]3([OH:1])[CH2:3][O:4][CH2:5]3)=[CH:11][N:10]=2)=[O:14])([C:26]2[N:30]=[C:29]([CH3:31])[O:28][N:27]=2)[CH3:32])[CH2:23][CH2:22]1. Procedure details: The title compound was synthesized in analogy to Example 112e, using 5-(3-hydroxyoxetan-3-yl)-4-(2,2,2-trifluoroethoxy)pyridine-2-carboxylic acid (Example 112d) and 2-Cyclopropyl-1-methyl-1-(5-methyl-[1,2,4]oxadiazol-3-yl)-ethylamine (example 66e) as starting materials and isolated (37 mg, 47%); MS (ESI, m/z): 457.5 (M+H+). Starting materials: O=C(Cl)CCCCCBr, CN(C)c1ccccc1, CNc1ccc(O)cc1, CC(C)=O, Cl. Product: CN(C(=O)CCCCCBr)c1ccc(O)cc1. RXN SMILES: [Br:19][CH2:20][CH2:21][CH2:22][CH2:23][CH2:24][C:25](=[O:26])[Cl:27].[CH3:10][N:11]([c:12]1[cH:13][cH:14][cH:15][cH:16][cH:17]1)[CH3:18].[CH3:1][NH:2][c:3]1[cH:4][cH:5][c:6]([OH:7])[cH:8][cH:9]1.[CH3:29][C:30](=[O:31])[CH3:32].[ClH:28]>>[CH3:1][N:2]([c:3]1[cH:4][cH:5][c:6]([OH:7])[cH:8][cH:9]1)[C:25]([CH2:24][CH2:23][CH2:22][CH2:21][CH2:20][Br:19])=[O:26]. The solvent is CO (methanol). Reaction SMILES: [N+](C1C=C(C=C([N+]([O-])=O)C=1)C([O:9][C@H:10]([CH2:14][C@H:15]([CH3:22])[CH2:16][CH2:17][CH2:18][CH:19]([CH3:21])[CH3:20])[C:11]#[C:12][CH3:13])=O)([O-])=O.[OH-].[Na+]>CO>[CH3:22][C@H:15]([CH2:16][CH2:17][CH2:18][CH:19]([CH3:21])[CH3:20])[CH2:14][C@@H:10]([OH:9])[C:11]#[C:12][CH3:13] |f:1.2|. Yields the product C[C@@H](C[C@H](C#CC)O)CCCC(C)C (6(R),10-dimethyl-undecan-2-yn-4(R)-ol). Procedure details: 6.65 g (0.0171 mol) of 6(R),10-dimethyl-undecan-2-yn-4(R)-ol 3,5-dinitrobenzoate and 35 ml of 6 N aqueous NaOH in methanol (300 ml) were refluxed for 11/2 hr. It was worked up as in Example 45 to give 3.30 g (98.8%) of pure 6(R),10-dimethyl-undecan-2-yn-4(R)-ol as a colorless oil. The reactants are [N+](=O)([O-])C=1C=C(C(=O)O[C@@H](C#CC)C[C@@H](CCCC(C)C)C)C=C(C1)[N+](=O)[O-] (6(R),10-dimethyl-undecan-2-yn-4(R)-ol 3,5-dinitrobenzoate), [OH-].[Na+] (NaOH). Isolated yield 98.3%.